Dataset: the Open Reaction Database (ORD), a public repository of structured organic reaction records. Task: describe an organic reaction: reactants, conditions, products, and yield The reactants are amine, OC1CCN(CC1)C1=CC=C(S1)C=O (5-(4-hydroxypiperidin-1-yl)-thiophene-2-carbaldehyde), OC1CCN(CC1)C1=CC=C(S1)C=O (5-(4-hydroxypiperidin-1-yl)-thiophene-2-carbaldehyde), OC1CCNCC1 (4-hydroxypiperidine), BrC1=CC=C(S1)C=O (5-bromothiophene-2-carboxaldehyde), COC=1C=C(CC#N)C=CC1OC (3,4-dimethoxybenzyl cyanide). The product is COC=1C=C(C=CC1OC)/C(/C#N)=C/C=1SC(=CC1)N1CCC(CC1)O ((Z)-2-(3,4-dimethoxy-phenyl)-3-[5-(4-hydroxy-piperidin-1-yl)-thiophen-2-yl]-acrylonitrile). Isolated yield 49.2%. Reaction SMILES: OC1CCNCC1.BrC1SC(C=O)=CC=1.[OH:16][CH:17]1[CH2:22][CH2:21][N:20]([C:23]2[S:27][C:26]([CH:28]=O)=[CH:25][CH:24]=2)[CH2:19][CH2:18]1.[CH3:30][O:31][C:32]1[CH:33]=[C:34]([CH:38]=[CH:39][C:40]=1[O:41][CH3:42])[CH2:35][C:36]#[N:37]>>[CH3:30][O:31][C:32]1[CH:33]=[C:34](/[C:35](=[CH:28]/[C:26]2[S:27][C:23]([N:20]3[CH2:19][CH2:18][CH:17]([OH:16])[CH2:22][CH2:21]3)=[CH:24][CH:25]=2)/[C:36]#[N:37])[CH:38]=[CH:39][C:40]=1[O:41][CH3:42]. Procedure details: Through the procedure as employed in Production step 1, an amine moiety derived from 4-hydroxypiperidine (3.03 g) was introduced into 5-bromothiophene-2-carboxaldehyde (1.91 g), to thereby yield 5-(4-hydroxypiperidin-1-yl)-thiophene-2-carbaldehyde (yield: 1.36 g, 64%). The produced 5-(4-hydroxypiperidin-1-yl)-thiophene-2-carbaldehyde (1.27 g) was condensed with 3,4-dimethoxybenzyl cyanide (1.06 g) through Method A (production step 2), to thereby yield the target product (yield: 1.09 g, 50%). The reactants are [NH+]1=CC=CC=C1 (pyridinium), [NH+]1=CC=CC=C1 (pyridinium), C(#N)CCOP(=O)([O-])[O-] (2-cyanoethylphosphate), Steroids, methyl ester, CCCCC[C@@H](CC[C@@H]1[C@H]2CC3=CC=CC(=C3C[C@H]2C[C@H]1O)OCC(=O)O)O (treprostinil), C1(CCCCC1)N=C=NC1CCCCC1 (dicyclohexylcarbodiimide). Run in O (water), N1=CC=CC=C1 (pyridine), N1=CC=CC=C1 (pyridine), N1=CC=CC=C1 (pyridine). Conditions: time 48 hour. Yields the product C(=O)(NC1CCCCC1)NC1CCCCC1 (dicyclohexylurea). As a reaction SMILES: CCCCC[C@H](O)CC[C@H]1[C@H]([OH:22])C[C@H]2[C@@H]1CC1C(C2)=C(OCC(O)=O)C=CC=1.[NH+]1C=CC=CC=1.C(CCOP([O-])([O-])=O)#N.[CH:44]1([N:50]=[C:51]=[N:52][CH:53]2[CH2:58][CH2:57][CH2:56][CH2:55][CH2:54]2)[CH2:49][CH2:48][CH2:47][CH2:46][CH2:45]1>N1C=CC=CC=1.O>[C:51]([NH:50][CH:44]1[CH2:45][CH2:46][CH2:47][CH2:48][CH2:49]1)([NH:52][CH:53]1[CH2:58][CH2:57][CH2:56][CH2:55][CH2:54]1)=[O:22]. Reported procedure: The procedure was adapted after Steroids, 2(6), 567-603(1963). The methyl ester of treprostinil (2) (60 mg, 0.15 mmoles) was dissolved in 2 ml dry pyridine and a pyridinium solution of the previously prepared pyridinium solution of 2-cyanoethylphosphate 1M (0.3 ml, 0.3 mmoles) (cf. Methods in Enzymology, 1971, 18(c), 54-57) were concentrated to dryness in vacuo at 40° C. Anhydrous pyridine was added and the reaction mixture was again concentrated; the operation was repeated twice in order to rem... The reactants are CCOP(=O)(Cl)OCC, C1CCOC1, [Li]CCCC, CC(C)[N-]C(C)C, CC(C)NC(C)C, O=Cc1ccccc1, CS(=O)(=O)N1CCN(c2ccc(F)cc2)CC1, [Li+]. Yields the product O=S(=O)(C=Cc1ccccc1)N1CCN(c2ccc(F)cc2)CC1. As a reaction SMILES: [CH2:38]([O:39][P:40]([Cl:41])([O:42][CH2:43][CH3:44])=[O:45])[CH3:46].[CH2:55]1[O:56][CH2:57][CH2:58][CH2:59]1.[CH2:9]([Li:10])[CH2:11][CH2:12][CH3:13].[CH3:2][CH:3]([N-:4][CH:5]([CH3:6])[CH3:7])[CH3:8].[CH:14]([NH:15][CH:16]([CH3:17])[CH3:18])([CH3:19])[CH3:20].[CH:47](=[O:48])[c:49]1[cH:50][cH:51][cH:52][cH:53][cH:54]1.[F:21][c:22]1[cH:23][cH:24][c:25]([N:28]2[CH2:29][CH2:30][N:31]([S:34](=[O:35])(=[O:36])[CH3:37])[CH2:32][CH2:33]2)[cH:26][cH:27]1.[Li+:1]>>[F:21][c:22]1[cH:23][cH:24][c:25]([N:28]2[CH2:29][CH2:30][N:31]([S:34](=[O:35])(=[O:36])[CH:37]=[CH:47][c:49]3[cH:50][cH:51][cH:52][cH:53][cH:54]3)[CH2:32][CH2:33]2)[cH:26][cH:27]1. Reactants: FB(F)F, CCOCC, C=C(C)Cc1cc(C=O)cc(OCC)c1O, Cc1ccccc1. The product is CCOc1cc(C=O)cc2c1OC(C)(C)C2. As a reaction SMILES: [B:22]([F:23])([F:24])[F:25].[CH2:17]([O:18][CH2:19][CH3:20])[CH3:21].[CH2:1]([CH3:2])[O:3][c:4]1[cH:5][c:6]([CH:7]=[O:8])[cH:9][c:10]([CH2:13][C:14](=[CH2:15])[CH3:16])[c:11]1[OH:12].[CH3:26][c:27]1[cH:28][cH:29][cH:30][cH:31][cH:32]1>>[CH2:1]([CH3:2])[O:3][c:4]1[cH:5][c:6]([CH:7]=[O:8])[cH:9][c:10]2[c:11]1[O:12][C:14]([CH3:15])([CH3:16])[CH2:13]2. Starting materials: N1=C(C=CC2=CC=CC=C12)C=1OC2=C(C1)C=C(C=C2)C(=O)NS(=O)(=O)C2=C(C=CC=C2)C (N-[2-(2-quinolyl)benzofuran-5-ylcarbonyl]-2-methylbenzenesulfonamide), Cl (hydrogen chloride). The solvent is C(C)(=O)OCC (ethyl acetate), C(C)(=O)OCC (ethyl acetate). Yields the product Cl.N1=C(C=CC2=CC=CC=C12)C=1OC2=C(C1)C=C(C=C2)C(=O)NS(=O)(=O)C2=C(C=CC=C2)C (N-[2-(2-quinolyl)benzofuran-5-ylcarbonyl]-2-methyl-benzenesulfonamide hydrochloride). RXN SMILES: [N:1]1[C:10]2[C:5](=[CH:6][CH:7]=[CH:8][CH:9]=2)[CH:4]=[CH:3][C:2]=1[C:11]1[O:12][C:13]2[CH:19]=[CH:18][C:17]([C:20]([NH:22][S:23]([C:26]3[CH:31]=[CH:30][CH:29]=[CH:28][C:27]=3[CH3:32])(=[O:25])=[O:24])=[O:21])=[CH:16][C:14]=2[CH:15]=1.[ClH:33]>C(OCC)(=O)C>[ClH:33].[N:1]1[C:10]2[C:5](=[CH:6][CH:7]=[CH:8][CH:9]=2)[CH:4]=[CH:3][C:2]=1[C:11]1[O:12][C:13]2[CH:19]=[CH:18][C:17]([C:20]([NH:22][S:23]([C:26]3[CH:31]=[CH:30][CH:29]=[CH:28][C:27]=3[CH3:32])(=[O:24])=[O:25])=[O:21])=[CH:16][C:14]=2[CH:15]=1 |f:3.4|. Procedure: To a solution of N-[2-(2-quinolyl)benzofuran-5-ylcarbonyl]-2-methylbenzenesulfonamide (0.25 g) in ethyl acetate (100 ml) was added saturated hydrogen chloride in ethyl acetate. The resulting precipitates were collected by filtration and washed with ethyl acetate and ethanol to give N-[2-(2-quinolyl)benzofuran-5-ylcarbonyl]-2-methyl-benzenesulfonamide hydrochloride (0.19 g). RXN SMILES: C(OC(=O)[NH:7][CH2:8][CH2:9][O:10][C:11]1[CH:12]=[N:13][C:14]([Br:17])=[CH:15][CH:16]=1)(C)(C)C.[ClH:19]>C(O)C.C(OCC)(=O)C>[ClH:19].[ClH:19].[Br:17][C:14]1[N:13]=[CH:12][C:11]([O:10][CH2:9][CH2:8][NH2:7])=[CH:16][CH:15]=1 |f:4.5.6|. Solvent: C(C)O (ethanol), C(C)(=O)OCC (ethyl acetate). Product: Cl.Cl.BrC1=CC=C(C=N1)OCCN (2-((6-bromopyridin-3-yl)oxy)ethanamine dihydrochloride). Procedure details: To a solution of tert-butyl(2-((6-bromopyridin-3-yl)oxy)ethyl)carbamate obtained in Reference Example 4 (1.20 g) in ethanol (25 mL) was added a 4M solution of hydrogen chloride in ethyl acetate (10 mL) at room temperature. The mixture was stirred at room temperature for 3 days, and the solvent was evaporated under reduced pressure. To the residue was added ethanol, the solvent was evaporated under reduced pressure, and the precipitated solid was collected by filtration to give the title compound... Run at time 3 day. Reactants: C(C)(C)(C)OC(NCCOC=1C=NC(=CC1)Br)=O (tert-butyl(2-((6-bromopyridin-3-yl)oxy)ethyl)carbamate), Example 4, solution, Cl (hydrogen chloride). Reactants: [OH-].[Na+] (Sodium hydroxide), FC(OC1=C(C=CC=C1)CC1=C(N=C2N1C=C(C(=C2)F)C=2C=NC(=NC2)N2CC1(CC1CC2)C(=O)OCC)C)F (Ethyl 3-[5-(3-{[2-(difluoromethoxy)phenyl]methyl}-7-fluoro-2-methylimidazo[1,2-a]-pyridin-6-yl)pyrimidin-2-yl]-3-azabicyclo[4.1.0]heptane-1-carboxylate). The solvent is C1CCOC1.CO.O (THF MeOH water). Run at temperature 70 celsius, time 3 hour. Product: FC(OC1=C(C=CC=C1)CC1=C(N=C2N1C=C(C(=C2)F)C=2C=NC(=NC2)N2CC1(CC1CC2)C(=O)[O-])C)F.[Na+] (Sodium 3-[5-(3-{[2-(difluoromethoxy)phenyl]methyl}-7-fluoro-2-methylimidazo[1,2-a]-pyridin-6-yl)pyrimidin-2-yl]-3-azabicyclo[4.1.0]heptane-1-carboxylate). Yield: 97.5%. RXN SMILES: [OH-].[Na+:2].[F:3][CH:4]([F:42])[O:5][C:6]1[CH:11]=[CH:10][CH:9]=[CH:8][C:7]=1[CH2:12][C:13]1[N:17]2[CH:18]=[C:19]([C:23]3[CH:24]=[N:25][C:26]([N:29]4[CH2:35][CH2:34][CH:33]5[C:31]([C:36]([O:38]CC)=[O:37])([CH2:32]5)[CH2:30]4)=[N:27][CH:28]=3)[C:20]([F:22])=[CH:21][C:16]2=[N:15][C:14]=1[CH3:41]>C1COCC1.CO.O>[F:42][CH:4]([F:3])[O:5][C:6]1[CH:11]=[CH:10][CH:9]=[CH:8][C:7]=1[CH2:12][C:13]1[N:17]2[CH:18]=[C:19]([C:23]3[CH:24]=[N:25][C:26]([N:29]4[CH2:35][CH2:34][CH:33]5[C:31]([C:36]([O-:38])=[O:37])([CH2:32]5)[CH2:30]4)=[N:27][CH:28]=3)[C:20]([F:22])=[CH:21][C:16]2=[N:15][C:14]=1[CH3:41].[Na+:2] |f:0.1,3.4.5,6.7|. Reported procedure: Sodium hydroxide (7.5 mg, 0.188 mmol) was added to a solution of Example 177 (0.104 g, 0.188 mmol) in THF-MeOH-water, 1:1:1 (4 mL). The mixture was stirred at 70° C. for 3 h. The reaction mixture was concentrated, diluted with water and washed with diethyl ether, then the aqueous layer was freeze-dried, to give the title compound (100 mg, 100%) as a white lyophilised solid. δH (400 MHz, DMSO-d6) 8.21 (d, J 1.3 Hz, 2H), 8.12 (d, J 7.5 Hz, 1H), 7.22 (m, 1H), 7.08 (m, 1H), 7.05 (t, J 72, 76 Hz, 1H)... Starting materials: Compound II, C(C)NC(NOCC(=O)O)=O (2-(3-ethylureidooxy)acetic acid), N[C@H](C(=O)N(CC=1C=CC=C2C=CC=NC12)[C@H](C(OCC)OCC)C)CC(=O)NC(C1=CC=CC=C1)(C1=CC=CC=C1)C1=CC=CC=C1 ((S)-2-amino-N1—((S)-1,1-diethoxypropan-2-yl)-N1-(quinolin-8-ylmethyl)-N4-tritylsuccinamide). Product: C(C)OC([C@H](C)N(C([C@H](CC(NC(C1=CC=CC=C1)(C1=CC=CC=C1)C1=CC=CC=C1)=O)NC(CONC(=O)NCC)=O)=O)CC=1C=CC=C2C=CC=NC12)OCC (1-(2-((S)-1-(((S)-1,1-diethoxypropan-2-yl)(quinolin-8-ylmethyl)amino)-1,4-dioxo-4-(tritylamino)butan-2-ylamino)-2-oxoethoxy)-3-ethylurea). As a reaction SMILES: [CH2:1]([NH:3][C:4](=[O:11])[NH:5][O:6][CH2:7][C:8]([OH:10])=O)[CH3:2].[NH2:12][C@@H:13]([CH2:37][C:38]([NH:40][C:41]([C:54]1[CH:59]=[CH:58][CH:57]=[CH:56][CH:55]=1)([C:48]1[CH:53]=[CH:52][CH:51]=[CH:50][CH:49]=1)[C:42]1[CH:47]=[CH:46][CH:45]=[CH:44][CH:43]=1)=[O:39])[C:14]([N:16]([C@@H:28]([CH3:36])[CH:29]([O:33][CH2:34][CH3:35])[O:30][CH2:31][CH3:32])[CH2:17][C:18]1[CH:19]=[CH:20][CH:21]=[C:22]2[C:27]=1[N:26]=[CH:25][CH:24]=[CH:23]2)=[O:15]>>[CH2:34]([O:33][CH:29]([O:30][CH2:31][CH3:32])[C@@H:28]([N:16]([CH2:17][C:18]1[CH:19]=[CH:20][CH:21]=[C:22]2[C:27]=1[N:26]=[CH:25][CH:24]=[CH:23]2)[C:14](=[O:15])[C@@H:13]([NH:12][C:8](=[O:10])[CH2:7][O:6][NH:5][C:4]([NH:3][CH2:1][CH3:2])=[O:11])[CH2:37][C:38](=[O:39])[NH:40][C:41]([C:54]1[CH:55]=[CH:56][CH:57]=[CH:58][CH:59]=1)([C:42]1[CH:47]=[CH:46][CH:45]=[CH:44][CH:43]=1)[C:48]1[CH:49]=[CH:50][CH:51]=[CH:52][CH:53]=1)[CH3:36])[CH3:35]. Procedure details: According to the procedure described in the synthesis method of Compound II-15, 2-(3-ethylureidooxy)acetic acid (Compound VI-13) 38 mg (0.23 mmol) was coupled with (S)-2-amino-N1—((S)-1,1-diethoxypropan-2-yl)-N1-(quinolin-8-ylmethyl)-N4-tritylsuccinamide (Compound IV-20) 100 mg (0.16 mmol) to obtain the title compound. The reactants are ClC=1C=C2C(=CC1Cl)NC[C@@]21CN(CC1)C(=O)OC(C)(C)C ((S)-t-butyl 5,6-dichlorospiro[indoline-3,3′-pyrrolidine]-1′-carboxylate), ClC(=O)OC (methyl chloroformate), Cl.NC=1SC(=CN1)F (2-amino-5-fluorothiazole hydrochloride). The product is ClC=1C=C2C(=CC1Cl)N(C[C@@]21CN(CC1)C(=O)OC)C(NC=1SC(=CN1)F)=O ((S)-methyl 5,6-dichloro-1-((5-fluorothiazol-2-yl)carbamoyl)spiro[indoline-3,3′-pyrrolidine]-1′-carboxylate). As a reaction SMILES: [Cl:1][C:2]1[CH:3]=[C:4]2[C@@:11]3([CH2:15][CH2:14][N:13]([C:16]([O:18][C:19](C)(C)C)=[O:17])[CH2:12]3)[CH2:10][NH:9][C:5]2=[CH:6][C:7]=1[Cl:8].ClC([O:26][CH3:27])=O.Cl.[NH2:29][C:30]1[S:31][C:32]([F:35])=[CH:33][N:34]=1>>[Cl:1][C:2]1[CH:3]=[C:4]2[C@@:11]3([CH2:15][CH2:14][N:13]([C:16]([O:18][CH3:19])=[O:17])[CH2:12]3)[CH2:10][N:9]([C:27](=[O:26])[NH:29][C:30]3[S:31][C:32]([F:35])=[CH:33][N:34]=3)[C:5]2=[CH:6][C:7]=1[Cl:8] |f:2.3|. Procedure details: The captioned compound was obtained in the form of a white solid by performing the same reactions and/or treatments as those in Examples 1, 2, and 3, with the exceptions that (S)-t-butyl 5,6-dichlorospiro[indoline-3,3′-pyrrolidine]-1′-carboxylate was used instead of t-butyl 5-bromospiro[indoline-3,3′-pyrrolidine]-1′-carboxylate, that methyl chloroformate was used instead of acetyl chloride, and that 2-amino-5-fluorothiazole hydrochloride was used instead of 2-amino-5-chlorothiazole hydrochloride...